Dataset: the Open Reaction Database (ORD), a public repository of structured organic reaction records. Task: describe an organic reaction: reactants, conditions, products, and yield Reactants: CN=C=O (methyl isocyanate), OC1=CC(NC=C1)=O (4-hydroxy-2-pyridone). The solvent is N1=CC=CC=C1 (pyridine). Reaction conditions: time 1 hour. Yields the product CNC(=O)N1C(C=C(C=C1)O)=O (1-methylcarbamoyl-4-hydroxy-2-pyridone). The yield is 30.0%. Reaction SMILES: [CH3:1][N:2]=[C:3]=[O:4].[OH:5][C:6]1[CH:11]=[CH:10][NH:9][C:8](=[O:12])[CH:7]=1>N1C=CC=CC=1>[CH3:1][NH:2][C:3]([N:9]1[CH:10]=[CH:11][C:6]([OH:5])=[CH:7][C:8]1=[O:12])=[O:4]. Procedure details: A 0.64 ml quantity of methyl isocyanate was added to a suspension of 1.00 g of 4-hydroxy-2-pyridone in 20 ml of pyridine and the mixture was stirred at room temperature for one hour. Thereafter the general procedure of Example 36 was followed to produce the title compound in a yield of 30%.